Dataset: the Open Reaction Database (ORD), a public repository of structured organic reaction records. Task: describe an organic reaction: reactants, conditions, products, and yield Reactants: ClC1=C(C=NC=C1)F (4-chloro-3-fluoropyridine), CC1(NC(CCC1)(C)C)C (2,2,6,6-tetramethylpiperidine), C(CCC)[Li] (n-butyl lithium), hexanes, BrBr (bromine). The solvent is hexanes, hexanes. Reaction conditions: temperature 0 celsius, time 20 minute. Yields the product BrC1=NC=CC(=C1F)Cl (2-bromo-4-chloro-3-fluoropyridine). Reaction SMILES: CC1(C)CCCC(C)(C)N1.C([Li])CCC.[Cl:16][C:17]1[CH:22]=[CH:21][N:20]=[CH:19][C:18]=1[F:23].[Br:24]Br>>[Br:24][C:19]1[C:18]([F:23])=[C:17]([Cl:16])[CH:22]=[CH:21][N:20]=1. Reported procedure: To a solution of 2,2,6,6-tetramethylpiperidine (25 g, 190 mmol) in hexanes (100 mL) cooled over dry ice acetone bath for 5 minutes was added 1.6M n-butyl lithium in hexanes (121 mL, 194 mmol) over 5 minutes. After the addition was complete, the reaction mixture was placed in an ice bath and the mixture was allowed to stir at 0° C. for 20 minutes as a white solid formed. The suspension was re-cooled over dry ice/acetone bath for 5 minutes and then treated with a solution of 4-chloro-3-fluoropyrid... The reactants are OCCOC(COC1=CC=C(C=C1)[N+](=O)[O-])=O ((4-Nitrophenoxy)-acetic acid-2-hydroxy-ethyl ester). Reagents/catalysts: [Pd] (Palladium on carbon). Run in C(C)(=O)OCC (ethyl acetate). Conditions: time 1 hour. Product: OCCOC(COC1=CC=C(C=C1)N)=O ((4-Amino-phenoxy)-acetic acid 2-hydroxy-ethyl ester). RXN SMILES: [OH:1][CH2:2][CH2:3][O:4][C:5](=[O:17])[CH2:6][O:7][C:8]1[CH:13]=[CH:12][C:11]([N+:14]([O-])=O)=[CH:10][CH:9]=1>C(OCC)(=O)C.[Pd]>[OH:1][CH2:2][CH2:3][O:4][C:5](=[O:17])[CH2:6][O:7][C:8]1[CH:13]=[CH:12][C:11]([NH2:14])=[CH:10][CH:9]=1. Procedure details: (4—Nitrophenoxy)-acetic acid-2-hydroxyethyl ester 23 (1 g, 4.15 mmol) was dissolved in ethyl acetate in a pressure vessel. Palladium on carbon (5%, 0.5 g) was added and the mixture stirred under an atmosphere of hydrogen (0.5 kg) for one hour. Catalyst was removed by filtration, the ethyl acetate distilled off and hexane added. The solid product was filtered and dried to give pure 28 (0.2 g 22.8%) as a brown powder with an m.p. between 104-106.3° C. Reactants: C(CO)O (ethylene glycol), C1(=CC=C(C=C1)S(=O)(=O)O)C (p-toluenesulfonic acid), C1(=CC=CC=C1)C (toluene), compound, O (water). The product is C(C)(=S)OC(C(C=O)C)CC (1-Ethyl-2-methyl-3-oxopropyl thioacetate). As a reaction SMILES: C(O)C[OH:3].C1(C)C=C[C:8]([S:11](O)(=O)=O)=[CH:7]C=1.[C:16]1([CH3:22])[CH:21]=[CH:20][CH:19]=C[CH:17]=1.[OH2:23]>>[C:8]([O:23][CH:21]([CH2:20][CH3:19])[CH:16]([CH3:22])[CH:17]=[O:3])(=[S:11])[CH3:7]. Procedure details: 10 g (57 mmol) of the compound as prepared above are boiled with 7.01 g (114 mmol) of ethylene glycol, 150 mg of p-toluenesulfonic acid and 300 ml of toluene for 3 hours with reflux at the water separator. The reactants are FC1=CC=C(C(=O)NC2=CC=C(C=C2)[N+](=O)[O-])C=C1 (N-(4-fluorobenzoyl)-4-nitroaniline), 60. The reagents and catalysts are [Pt] (platinum on carbon). The solvent is O1CCCC1 (tetrahydrofuran). Run at time 18 hour. Yields the product FC1=CC=C(C(=O)NC2=CC=C(C=C2)N)C=C1 (N-(4-fluoro-benzoyl)-4-aminoaniline). The yield is 78.6%. As a reaction SMILES: [F:1][C:2]1[CH:19]=[CH:18][C:5]([C:6]([NH:8][C:9]2[CH:14]=[CH:13][C:12]([N+:15]([O-])=O)=[CH:11][CH:10]=2)=[O:7])=[CH:4][CH:3]=1>[Pt].O1CCCC1>[F:1][C:2]1[CH:19]=[CH:18][C:5]([C:6]([NH:8][C:9]2[CH:14]=[CH:13][C:12]([NH2:15])=[CH:11][CH:10]=2)=[O:7])=[CH:4][CH:3]=1. Procedure details: A mixture of 32.25 gm (124 mMol) N-(4-fluorobenzoyl)-4-nitroaniline and 3.2 gm platinum on carbon in 500 mL tetrahydrofuran was hydrogenated at room temperature for 18 hours with an initial pressure of 60 p.s.i. The reaction mixture was then filtered and the filtrate concentrated under reduced pressure to give 22.45 gm (79%) of N-(4-fluoro-benzoyl)-4-aminoaniline. Starting materials: C(C)(=O)N[C@@H](C)C1=CC=C(CN2CC=3C=CC=C(C3CC2)C(=O)O)C=C1 (2-[4-((S)-1-Acetylamino-ethyl)-benzyl]-1,2,3,4-tetrahydro-isoquinoline-5-carboxylic acid), CCN(C(C)C)C(C)C (DIPEA), CN(C)C(=[N+](C)C)ON1C2=C(C=CC=C2)N=N1.[B-](F)(F)(F)F (TBTU), C(C1=CC=CC=C1)N (benzylamine), CCN(C(C)C)C(C)C (DIPEA). Solvent: CN(C)C=O (DMF). Run at time 2 hour. The product is C(C1=CC=CC=C1)NC(=O)C=1C=2CCN(CC2C=CC1)CC1=CC=C(C=C1)[C@H](C)NC(C)=O (2-[4-((S)-1-Acetylamino-ethyl)-benzyl]-1,2,3,4-tetrahydro-isoquinoline-5-carboxylic acid benzylamide). As a reaction SMILES: [C:1]([NH:4][C@H:5]([C:7]1[CH:26]=[CH:25][C:10]([CH2:11][N:12]2[CH2:21][CH2:20][C:19]3[C:18]([C:22]([OH:24])=O)=[CH:17][CH:16]=[CH:15][C:14]=3[CH2:13]2)=[CH:9][CH:8]=1)[CH3:6])(=[O:3])[CH3:2].CCN(C(C)C)C(C)C.CN(C(ON1N=NC2C=CC=CC1=2)=[N+](C)C)C.[B-](F)(F)(F)F.[CH2:58]([NH2:65])[C:59]1[CH:64]=[CH:63][CH:62]=[CH:61][CH:60]=1>CN(C=O)C>[CH2:58]([NH:65][C:22]([C:18]1[C:19]2[CH2:20][CH2:21][N:12]([CH2:11][C:10]3[CH:25]=[CH:26][C:7]([C@@H:5]([NH:4][C:1](=[O:3])[CH3:2])[CH3:6])=[CH:8][CH:9]=3)[CH2:13][C:14]=2[CH:15]=[CH:16][CH:17]=1)=[O:24])[C:59]1[CH:64]=[CH:63][CH:62]=[CH:61][CH:60]=1 |f:2.3|. Reported procedure: 80 mg (0.15 mmol, 65%) 2-[4-((S)-1-Acetylamino-ethyl)-benzyl]-1,2,3,4-tetrahydro-isoquinoline-5-carboxylic acid (example XXXVII), 51 μL (0.30 mmol) DIPEA and 95 mg (0.30 mmol) TBTU in 1 mL DMF are stirred at r.t. for 10 min. Then 16 mg (0.15 mmol) benzylamine and 63 μL (0.37 mmol) DIPEA are added and the resulting mixture is stirred at r.t. for 2 h. After that time, the reaction is quenched by the addition of 200 μL water and purified by HPLC. The reactants are C1(=CC=CC=C1)C (toluene), C(C1=CC=CC=C1)N (benzylamine), [BH-](OC(=O)C)(OC(=O)C)OC(=O)C.[Na+] (NaBH(OAc)3), C(Cl)Cl (DCM). Run in CO (MeOH). The product is aldehyde, [BH4-].[Na+] (NaBH4), C(C1=CC=CC=C1)NC1CCC=2N(C3=CC=CC=C3C2)C1 (N-benzyl-6,7,8,9-tetrahydropyrido[1,2-a]indol-7-amine). Reaction SMILES: [C:1]1([CH3:7])[CH:6]=[CH:5][CH:4]=[CH:3][CH:2]=1.[CH2:8]([NH2:15])[C:9]1[CH:14]=[CH:13][CH:12]=[CH:11][CH:10]=1.[BH-:16](O[C:26]([CH3:28])=O)(OC(C)=O)OC(C)=O.[Na+:29].C(Cl)Cl>CO>[BH4-:16].[Na+:29].[CH2:8]([NH:15][CH:28]1[CH2:26][N:15]2[C:6]3[C:1]([CH:7]=[C:8]2[CH2:9][CH2:10]1)=[CH:2][CH:3]=[CH:4][CH:5]=3)[C:9]1[CH:14]=[CH:13][CH:12]=[CH:11][CH:10]=1 |f:2.3,6.7|. Reported procedure: Hydrogenation of the obtained (E)-ethyl 3-(1-(2-(tert-butoxy)-2-oxoethyl)-1H-indol-2-yl)acrylate derivatives (4) over a catalyst such as Pd—C 10% or PtO2 in an aprotic solvent such as EA followed by reaction with KOtBu in an aprotic solvent such as THF gives the corresponding tert-butyl 7-oxo-6,7,8,9-tetrahydropyrido[1,2-a]indole-6-carboxylate derivatives (5). Decarboxylation by reaction with silica gel in an aprotic solvent such as toluene and subsequent reductive aminations with, first, benzyl...